Dataset: the Open Reaction Database (ORD), a public repository of structured organic reaction records. Task: describe an organic reaction: reactants, conditions, products, and yield Reactants: ClC(C(=C(Cl)Cl)Cl)(Cl)Cl (hexachloropropene), CNN (methyl hydrazine), C([O-])([O-])=O.[K+].[K+] (potassium carbonate), CNN (methyl hydrazine). Solvent: C1(=CC=CC=C1)C (toluene). Run at time 3 hour. The product is CN1N=C(C(=C1Cl)Cl)Cl (1-methyl-3,4,5-trichloro-pyrazole). Reaction SMILES: [Cl:1][C:2](Cl)(Cl)[C:3]([Cl:7])=[C:4](Cl)[Cl:5].[CH3:10][NH:11][NH2:12].C(=O)([O-])[O-].[K+].[K+]>C1(C)C=CC=CC=1>[CH3:10][N:11]1[C:2]([Cl:1])=[C:3]([Cl:7])[C:4]([Cl:5])=[N:12]1 |f:2.3.4|. Reported procedure: To a stirring solution of 250 g (1 mole) of hexachloropropene in 250 ml toluene, there was added 94.4 g (2.05 moles) of methyl hydrazine dropwise.The temperature of the reaction mixture was maintained in the range of about 50° to about 60° C. by the use of external cooling. When the addition of methyl hydrazine was complete, the reaction mixture was cooled to room temperature and 276 g (2 moles) of potassium carbonate was added. The resulting mixture was carefully heated first to about 60° C., t... Starting materials: Br.S1C2=C(C=C1)C(=CC=C2)C=2N1C(SC2Br)=NCC1 (3-(Benzo[b]thiophen-4-yl)-2-bromo-5,6-dihydroimidazo[2,1-b]thiazole hydrobromide), C(C)[Mg]Cl (ethylmagnesium chloride), CN(C=O)C (Dimethylformamide). The solvent is O1CCCC1 (tetrahydrofuran). Reaction conditions: temperature 10 celsius, time 2 hour. The product is S1C2=C(C=C1)C(=CC=C2)C=2N1C(SC2C=O)=NCC1 (3-(benzo[b]thiophen-4-yl)-5,6-dihydroimidazo[2,1-b]thiazole-2-carboxaldehyde). As a reaction SMILES: Br.[S:2]1[CH:6]=[CH:5][C:4]2[C:7]([C:11]3[N:12]4[CH2:19][CH2:18][N:17]=[C:13]4[S:14][C:15]=3Br)=[CH:8][CH:9]=[CH:10][C:3]1=2.C([Mg]Cl)C.CN(C)[CH:26]=[O:27]>O1CCCC1>[S:2]1[CH:6]=[CH:5][C:4]2[C:7]([C:11]3[N:12]4[CH2:19][CH2:18][N:17]=[C:13]4[S:14][C:15]=3[CH:26]=[O:27])=[CH:8][CH:9]=[CH:10][C:3]1=2 |f:0.1|. Reported procedure: 3-(Benzo[b]thiophen-4-yl)-2-bromo-5,6-dihydroimidazo[2,1-b]thiazole hydrobromide (1.2 g) was added in portions under nitrogen at 5-10° C. over 5 minutes to a stirred solution of ethylmagnesium chloride (2.0 M solution in ether; 4.5 ml) in tetrahydrofuran (20 ml), then the mixture was stirred at 5-15° C. for 2 hours. Dimethylformamide (1.3 ml) was added at 5-10° C. over 5 minutes, then the mixture was stirred at ambient temperature for 3 hours, cooled to 15° C. and quenched by the cautious additi... Starting materials: CCOC(=O)C1=C(c2ccc3c(c2)OCO3)c2ccccc2C1(O)c1ccccc1OC, CC[SiH](CC)CC, ClCCl, Cl. Yields the product CCOC(=O)C1=C(c2ccc3c(c2)OCO3)c2ccccc2C1c1ccccc1OC. As a reaction SMILES: [CH2:1]([CH3:2])[O:3][C:4](=[O:5])[C:6]1=[C:14]([c:15]2[cH:16][c:17]3[c:18]([cH:19][cH:20]2)[O:21][CH2:22][O:23]3)[c:13]2[c:8]([cH:9][cH:10][cH:11][cH:12]2)[C:7]1([c:24]1[c:25]([O:30][CH3:31])[cH:26][cH:27][cH:28][cH:29]1)[OH:32].[CH2:33]([SiH:34]([CH2:35][CH3:36])[CH2:37][CH3:38])[CH3:39].[Cl:41][CH2:42][Cl:43].[ClH:40]>>[CH2:1]([CH3:2])[O:3][C:4](=[O:5])[C:6]1=[C:14]([c:15]2[cH:16][c:17]3[c:18]([cH:19][cH:20]2)[O:21][CH2:22][O:23]3)[c:13]2[c:8]([cH:9][cH:10][cH:11][cH:12]2)[CH:7]1[c:24]1[c:25]([O:30][CH3:31])[cH:26][cH:27][cH:28][cH:29]1. The reactants are CO, Cl, [H][H], CCOC(=O)c1ccc(N)c(CN(CC)Cc2ccccc2)c1. Product: Cl, CCNCc1cc(C(=O)OCC)ccc1N. RXN SMILES: [CH3:27][OH:28].[ClH:26].[H:24][H:25].[NH2:1][c:2]1[c:3]([CH2:4][N:5]([CH2:6][CH3:7])[CH2:8][c:9]2[cH:10][cH:11][cH:12][cH:13][cH:14]2)[cH:15][c:16]([C:19](=[O:20])[O:21][CH2:22][CH3:23])[cH:17][cH:18]1>>[ClH:26].[NH2:1][c:2]1[c:3]([CH2:4][NH:5][CH2:6][CH3:7])[cH:15][c:16]([C:19](=[O:20])[O:21][CH2:22][CH3:23])[cH:17][cH:18]1. The reactants are C(CCC)[Li] (n-Butyllithium), CC1=CC=NC=C1 (4-methylpyridine), C1(CCCC1)OC=1C=C(C=CC1OC)C(=O)C=1OC=CC1 ((3-cyclopentyloxy-4-methoxyphenyl)-(2-furyl)ketone). Solvent: C1CCOC1 (THF), C1CCOC1 (THF). Reaction conditions: temperature -70 celsius, time 0.5 hour. Product: C1(CCCC1)OC=1C=C(C=CC1OC)C(CC1=CC=NC=C1)(O)C=1OC=CC1 ((±)-4-[2-(3-Cyclopentyloxy-4-methoxyphenyl)-2-(2-furyl)-2-hydroxyethyl]pyridine). Isolated yield 49.1%. RXN SMILES: C([Li])CCC.[CH3:6][C:7]1[CH:12]=[CH:11][N:10]=[CH:9][CH:8]=1.[CH:13]1([O:18][C:19]2[CH:20]=[C:21]([C:27]([C:29]3[O:30][CH:31]=[CH:32][CH:33]=3)=[O:28])[CH:22]=[CH:23][C:24]=2[O:25][CH3:26])[CH2:17][CH2:16][CH2:15][CH2:14]1>C1COCC1>[CH:13]1([O:18][C:19]2[CH:20]=[C:21]([C:27]([C:29]3[O:30][CH:31]=[CH:32][CH:33]=3)([OH:28])[CH2:6][C:7]3[CH:12]=[CH:11][N:10]=[CH:9][CH:8]=3)[CH:22]=[CH:23][C:24]=2[O:25][CH3:26])[CH2:14][CH2:15][CH2:16][CH2:17]1. Procedure: n-Butyllithium (1.6M solution in hexanes; 4.2 ml, 6.64 mmol) was added to a solution of a 4-methylpyridine (0.62 g, 0.65 ml, 6.64 mmol) in THF (25 ml) at -70° C. After 0.5 h, a solution of the crude ketone (1.9 g, ca. 6.6 mmol) in THF (5 ml) was added, stirred for 1 h at -70° C., then at RT for 0.25 h. The reaction mixture was quenched with water (50 ml) and extracted with EtOAc (3×50 ml). The extract was dried (MgSO4), concentrated in vacuo, and the residual red oil subjected to chromatography ... The reactants are NCCCCN1CCC(CC1)C=1C=C(C=CC1)NC(C(C)C)=O (N-{3-[1-(4-aminobutyl)-4-piperidinyl]phenyl}-2-methylpropanamide), COC=1C=C(C(=O)Cl)C=CC1OC (3,4-dimethoxybenzoyl chloride). Run in C1CCOC1.C(Cl)Cl (THF DCM). Yields the product C(C(C)C)(=O)NC=1C=C(C=CC1)C1CCN(CC1)CCCCNC(C1=CC(=C(C=C1)OC)OC)=O (N-(4-{4-[3-(ISOBUTYRYLAMINO)PHENYL]-1-PIPERIDINYL}BUTYL)-3,4-DIMETHOXYBENZAMIDE). Reaction SMILES: [NH2:1][CH2:2][CH2:3][CH2:4][CH2:5][N:6]1[CH2:11][CH2:10][CH:9]([C:12]2[CH:13]=[C:14]([NH:18][C:19](=[O:23])[CH:20]([CH3:22])[CH3:21])[CH:15]=[CH:16][CH:17]=2)[CH2:8][CH2:7]1.[CH3:24][O:25][C:26]1[CH:27]=[C:28]([CH:32]=[CH:33][C:34]=1[O:35][CH3:36])[C:29](Cl)=[O:30]>C1COCC1.C(Cl)Cl>[C:19]([NH:18][C:14]1[CH:13]=[C:12]([CH:9]2[CH2:8][CH2:7][N:6]([CH2:5][CH2:4][CH2:3][CH2:2][NH:1][C:29](=[O:30])[C:28]3[CH:32]=[CH:33][C:34]([O:35][CH3:36])=[C:26]([O:25][CH3:24])[CH:27]=3)[CH2:11][CH2:10]2)[CH:17]=[CH:16][CH:15]=1)(=[O:23])[CH:20]([CH3:21])[CH3:22] |f:2.3|. Procedure details: Prepared by Procedure Q2 (THF/DCM, 1:3) and Scheme AT using N-{3-[1-(4-aminobutyl)-4-piperidinyl]phenyl}-2-methylpropanamide and 3,4-dimethoxybenzoyl chloride: ESMS m/e: 482.0 (M+H)+. The reactants are CN1C(=NC(=CC1=O)N1CCOCC1)CC(=O)[O-].[Na+] (sodium [1-methyl-4-(morpholin-4-yl)-6-oxo-1,6-dihydropyrimidin-2-yl]acetate), Cl.CC1=C2CCNC2=CC=C1 (4-methylindoline hydrochloride), Cl.CN(CCCN=C=NCC)C (N-[3-(dimethylamino)propyl]-N′-ethylcarbodiimide hydrochloride). Run in N1=CC=CC=C1 (pyridine), CN(C=O)C (N,N-dimethylformamide). Yields the product CN1C(=NC(=CC1=O)N1CCOCC1)CC(=O)N1CCC2=C(C=CC=C12)C (3-methyl-2-[2-(4-methyl-2,3-dihydro-1H-indol-1-yl)-2-oxoethyl]-6-(morpholin-4-yl)pyrimidin-4(3H)-one). Isolated yield 25.3%. As a reaction SMILES: [CH3:1][N:2]1[C:7](=[O:8])[CH:6]=[C:5]([N:9]2[CH2:14][CH2:13][O:12][CH2:11][CH2:10]2)[N:4]=[C:3]1[CH2:15][C:16]([O-:18])=O.[Na+].Cl.[CH3:21][C:22]1[CH:30]=[CH:29][CH:28]=[C:27]2[C:23]=1[CH2:24][CH2:25][NH:26]2.Cl.CN(C)CCCN=C=NCC>N1C=CC=CC=1.CN(C)C=O>[CH3:1][N:2]1[C:7](=[O:8])[CH:6]=[C:5]([N:9]2[CH2:10][CH2:11][O:12][CH2:13][CH2:14]2)[N:4]=[C:3]1[CH2:15][C:16]([N:26]1[C:27]2[C:23](=[C:22]([CH3:21])[CH:30]=[CH:29][CH:28]=2)[CH2:24][CH2:25]1)=[O:18] |f:0.1,2.3,4.5|. Reported procedure: The product is prepared according to the procedure described in example 68, using 275 mg of sodium [1-methyl-4-(morpholin-4-yl)-6-oxo-1,6-dihydropyrimidin-2-yl]acetate, 339 mg of 4-methylindoline hydrochloride and 254 mg of N-[3-(dimethylamino)propyl]-N′-ethylcarbodiimide hydrochloride in a mixture of 240 μl of pyridine and 4.0 ml of N,N-dimethylformamide. 93 mg of 3-methyl-2-[2-(4-methyl-2,3-dihydro-1H-indol-1-yl)-2-oxoethyl]-6-(morpholin-4-yl)pyrimidin-4(3H)-one are obtained in the form of a p...